This data is from the Open Reaction Database (ORD), a public repository of structured organic reaction records. The task is: describe an organic reaction: reactants, conditions, products, and yield Reported procedure: N-(2-Phenylpropan-2-yl)-5-(3-(4,4,5,5-tetramethyl-1,3,2-dioxaborolan-2-yl)-1-tosyl-1H-indol-5-yl)-1,3,4-oxadiazol-2-amine (757.3 mg, 1.265 mmol), 2-bromopyrimidine (221 mg, 1.392 mmol) (Aldrich), potassium phosphate (806 mg, 3.80 mmol) (Sigma-Aldrich), dicyclohexyl(2′,4′,6′-triisopropylbiphenyl-2-yl)phosphine (36.2 mg, 0.076 mmol) (Strem Chemicals), and Pd2(dba)3 (34.8 mg, 0.038 mmol) (Strem Chemicals) were weighed into a 20 mL glass microwave tube, and the tube was purged with argon. The solids... RXN SMILES: [C:1]1([C:7]([NH:10][C:11]2[O:12][C:13]([C:16]3[CH:17]=[C:18]4[C:22](=[CH:23][CH:24]=3)[N:21]([S:25]([C:28]3[CH:34]=[CH:33][C:31]([CH3:32])=[CH:30][CH:29]=3)(=[O:27])=[O:26])[CH:20]=[C:19]4B3OC(C)(C)C(C)(C)O3)=[N:14][N:15]=2)([CH3:9])[CH3:8])[CH:6]=[CH:5][CH:4]=[CH:3][CH:2]=1.Br[C:45]1[N:50]=[CH:49][CH:48]=[CH:47][N:46]=1.P([O-])([O-])([O-])=O.[K+].[K+].[K+].C1(P(C2CCCCC2)C2C=CC=CC=2C2C(C(C)C)=CC(C(C)C)=CC=2C(C)C)CCCCC1>C1C=CC(/C=C/C(/C=C/C2C=CC=CC=2)=O)=CC=1.C1C=CC(/C=C/C(/C=C/C2C=CC=CC=2)=O)=CC=1.C1C=CC(/C=C/C(/C=C/C2C=CC=CC=2)=O)=CC=1.[Pd].[Pd]>[C:1]1([C:7]([NH:10][C:11]2[O:12][C:13]([C:16]3[CH:17]=[C:18]4[C:22](=[CH:23][CH:24]=3)[N:21]([S:25]([C:28]3[CH:34]=[CH:33][C:31]([CH3:32])=[CH:30][CH:29]=3)(=[O:26])=[O:27])[CH:20]=[C:19]4[C:45]3[N:50]=[CH:49][CH:48]=[CH:47][N:46]=3)=[N:14][N:15]=2)([CH3:8])[CH3:9])[CH:2]=[CH:3][CH:4]=[CH:5][CH:6]=1 |f:2.3.4.5,7.8.9.10.11|. Yield: 42.7%. Product: C1(=CC=CC=C1)C(C)(C)NC=1OC(=NN1)C=1C=C2C(=CN(C2=CC1)S(=O)(=O)C1=CC=C(C)C=C1)C1=NC=CC=N1 (N-(2-phenylpropan-2-yl)-5-(3-(pyrimidin-2-yl)-1-tosyl-1H-indol-5-yl)-1,3,4-oxadiazol-2-amine). The reactants are C1(=CC=CC=C1)C(C)(C)NC=1OC(=NN1)C=1C=C2C(=CN(C2=CC1)S(=O)(=O)C1=CC=C(C)C=C1)B1OC(C(O1)(C)C)(C)C (N-(2-Phenylpropan-2-yl)-5-(3-(4,4,5,5-tetramethyl-1,3,2-dioxaborolan-2-yl)-1-tosyl-1H-indol-5-yl)-1,3,4-oxadiazol-2-amine), BrC1=NC=CC=N1 (2-bromopyrimidine), P(=O)([O-])([O-])[O-].[K+].[K+].[K+] (potassium phosphate), C1(CCCCC1)P(C1=C(C=CC=C1)C1=C(C=C(C=C1C(C)C)C(C)C)C(C)C)C1CCCCC1 (dicyclohexyl(2′,4′,6′-triisopropylbiphenyl-2-yl)phosphine). Run at temperature 120 celsius. The reagents and catalysts are C=1C=CC(=CC1)/C=C/C(=O)/C=C/C2=CC=CC=C2.C=1C=CC(=CC1)/C=C/C(=O)/C=C/C2=CC=CC=C2.C=1C=CC(=CC1)/C=C/C(=O)/C=C/C2=CC=CC=C2.[Pd].[Pd] (Pd2(dba)3). Reactants: IC1=CC(=C(C=C1)N)C (4-iodo-2-methylbenzenamine), C(C)(C)(C)C1=CC=C(C=C1)C#C (1-tert-butyl-4-ethynylbenzene), C(CCC)N (butyl amine). The reagents and catalysts are C=1C=CC(=CC1)[P](C=2C=CC=CC2)(C=3C=CC=CC3)[Pd]([P](C=4C=CC=CC4)(C=5C=CC=CC5)C=6C=CC=CC6)([P](C=7C=CC=CC7)(C=8C=CC=CC8)C=9C=CC=CC9)[P](C=1C=CC=CC1)(C=1C=CC=CC1)C=1C=CC=CC1 (Pd(PPh3)4), [Cu]I (CuI). The solvent is CCOCC (ether). Yields the product C(C)(C)(C)C1=CC=C(C=C1)C#CC1=CC(=C(C=C1)N)C (4-((4-tert-butylphenyl)ethynyl)-2-methyl benzene amine). RXN SMILES: I[C:2]1[CH:7]=[CH:6][C:5]([NH2:8])=[C:4]([CH3:9])[CH:3]=1.[C:10]([C:14]1[CH:19]=[CH:18][C:17]([C:20]#[CH:21])=[CH:16][CH:15]=1)([CH3:13])([CH3:12])[CH3:11].C(N)CCC>C1C=CC([P]([Pd]([P](C2C=CC=CC=2)(C2C=CC=CC=2)C2C=CC=CC=2)([P](C2C=CC=CC=2)(C2C=CC=CC=2)C2C=CC=CC=2)[P](C2C=CC=CC=2)(C2C=CC=CC=2)C2C=CC=CC=2)(C2C=CC=CC=2)C2C=CC=CC=2)=CC=1.CCOCC.[Cu]I>[C:10]([C:14]1[CH:15]=[CH:16][C:17]([C:20]#[C:21][C:2]2[CH:7]=[CH:6][C:5]([NH2:8])=[C:4]([CH3:9])[CH:3]=2)=[CH:18][CH:19]=1)([CH3:13])([CH3:12])[CH3:11] |^1:30,32,51,70|. Procedure details: 4-iodo-2-methylbenzenamine 24 (233 mg, 1 mmol) on reaction with 1-tert-butyl-4-ethynylbenzene (25b, 158 mg, 1 mmol) by employing Sonagashira coupling conditions using Pd(PPh3)4 (69.3 mg, 0.06 equiv) as catalyst, CuI (22.8 mg, 0.12 equiv) as cocatalyst, butyl amine (261 mg, 3 equiv) as base and ether as solvent and kept the reaction for 6 h. After completion of the reaction as indicated by TLC and the reaction mixture is extracted into ether (4×25 mL) from the aqueous layer and concentrated in va... Starting materials: [N+](=O)([O-])C1=CC=C(COC(\C=C/C)=O)C=C1 (isocrotonic acid p-nitrobenzyl ester), N12CCCN=CC2CCCC1 (1,5-diazabicyclo[5.4.0] undec-5-ene), [N+](=O)([O-])C1=CC=C(COC(\C(=C(\C)/OCC2=CC=CC=C2)\N2C(C(C2SS(=O)(=O)C2=CC=C(C=C2)C)NC(COC2=CC=CC=C2)=O)=O)=O)C=C1 (2-[4-(p-toluenesulphonylthio)-3-phenoxyacetamido-2-oxoazetidin-1-yl]-3-benzoxy-crotonic acid p-nitrobenzyl ester), C(Cl)Cl (methylene chloride). The solvent is O1CCCC1 (tetrahydrofurane). Run at time 35 minute. The product is S1CC=CN2[C@H]1CC2=O (ceph-3-em). Reaction SMILES: [N+](C1C=CC(COC(=O)/[C:11](/[N:22]2[CH:25]([S:26]S(C3C=CC(C)=CC=3)(=O)=O)[CH:24](NC(=O)COC3C=CC=CC=3)[C:23]2=[O:48])=[C:12](\OCC2C=CC=CC=2)/[CH3:13])=CC=1)([O-])=O.[N+](C1C=CC(COC(=O)/C=C\C)=CC=1)([O-])=O.N12CCCCC1C=NCCC2.C(Cl)Cl>O1CCCC1>[S:26]1[C@@H:25]2[CH2:24][C:23](=[O:48])[N:22]2[CH:11]=[CH:12][CH2:13]1. Reported procedure: A solution of 731 mg (1 mmol) of a 1:1 mixture consisting of 2-[4-(p-toluenesulphonylthio)-3-phenoxyacetamido-2-oxoazetidin-1-yl]-3-benzoxy-crotonic acid p-nitrobenzyl ester and the corresponding isocrotonic acid p-nitrobenzyl ester in a mixture of 0.185 ml (1.2 mmols) of 1,5-diazabicyclo[5.4.0] undec-5-ene in 20 ml of dry tetrahydrofurane is stirred for precisely 35 minutes at room temperature. 50 ml of methylene chloride are added to the mixture and the whole is washed successively with dilute... Reactants: CN(C)C=O, CC(C)S, CC(C)(C)Cc1nc2cc(CCl)ccc2n1CC1CC1, [H-], [Na+], O. Yields the product CC(C)SCc1ccc2c(c1)nc(CC(C)(C)C)n2CC1CC1. Reaction SMILES: [CH3:28][N:29]([CH3:30])[CH:31]=[O:32].[CH3:3][CH:4]([CH3:5])[SH:6].[Cl:7][CH2:8][c:9]1[cH:10][c:11]2[c:12]([n:13]([CH2:21][CH:22]3[CH2:23][CH2:24]3)[c:14]([CH2:16][C:17]([CH3:18])([CH3:19])[CH3:20])[n:15]2)[cH:25][cH:26]1.[H-:1].[Na+:2].[OH2:27]>>[CH3:3][CH:4]([CH3:5])[S:6][CH2:8][c:9]1[cH:10][c:11]2[c:12]([n:13]([CH2:21][CH:22]3[CH2:23][CH2:24]3)[c:14]([CH2:16][C:17]([CH3:18])([CH3:19])[CH3:20])[n:15]2)[cH:25][cH:26]1. Starting materials: ClC1=C(C=CC=C1)CN1C=NC(=C1)C1=NC=CC(=C1)C=1N=NNN1 (2-[1-[(2-chlorophenyl)methyl]imidazol-4-yl]-4-(2H-tetrazol-5-yl)pyridine), CI (MeI), C([O-])([O-])=O.[K+].[K+] (potassium carbonate). Run in CN(C)C=O (DMF). Product: ClC1=C(CN2C=NC(=C2)C2=NC=CC(=C2)C=2N=NN(N2)C)C=CC=C1 (2-(1-(2-chlorobenzyl)-1H-imidazol-4-yl)-4-(2-methyl-2H-tetrazol-5-yl)pyridine). Isolated yield 95.0%. Reaction SMILES: [Cl:1][C:2]1[CH:7]=[CH:6][CH:5]=[CH:4][C:3]=1[CH2:8][N:9]1[CH:13]=[C:12]([C:14]2[CH:19]=[C:18]([C:20]3[N:21]=[N:22][NH:23][N:24]=3)[CH:17]=[CH:16][N:15]=2)[N:11]=[CH:10]1.CI.[C:27](=O)([O-])[O-].[K+].[K+]>CN(C=O)C>[Cl:1][C:2]1[CH:7]=[CH:6][CH:5]=[CH:4][C:3]=1[CH2:8][N:9]1[CH:13]=[C:12]([C:14]2[CH:19]=[C:18]([C:20]3[N:21]=[N:22][N:23]([CH3:27])[N:24]=3)[CH:17]=[CH:16][N:15]=2)[N:11]=[CH:10]1 |f:2.3.4|. Procedure: The title compound was prepared in 95% yield from 2-[1-[(2-chlorophenyl)methyl]imidazol-4-yl]-4-(2H-tetrazol-5-yl)pyridine (Example 129), MeI and potassium carbonate in DMF. 1H NMR (400 MHz, DMSO): δ 4.49 (3H, s), 5.41 (2H, s), 7.27-7.30 (1H, m), 7.38-7.40 (2H, m), 7.52-7.55 (1H, m), 7.79 (1H, d, J=5.2 Hz), 7.84 (1H, s), 7.96 (1H, s), 8.50 (1H, s), 8.67 (1H, d, J=5.1 Hz). [M+H] Calc'd for C17H14ClN7, 352. Found, 352. Product: O=C(NCCCN1CCCC1=O)C1CCCN1. Starting materials: C, O=C(NCCCN1CCCC1=O)C1CCCN1C(=O)OCc1ccccc1, CO, [Pd]. RXN SMILES: [C:30].[CH2:1]([O:2][C:3](=[O:4])[N:11]1[CH:12]([C:16](=[O:17])[NH:18][CH2:19][CH2:20][CH2:21][N:22]2[C:23](=[O:27])[CH2:24][CH2:25][CH2:26]2)[CH2:13][CH2:14][CH2:15]1)[c:5]1[cH:6][cH:7][cH:8][cH:9][cH:10]1.[CH3:28][OH:29].[Pd:31]>>[NH:11]1[CH:12]([C:16](=[O:17])[NH:18][CH2:19][CH2:20][CH2:21][N:22]2[C:23](=[O:27])[CH2:24][CH2:25][CH2:26]2)[CH2:13][CH2:14][CH2:15]1. The reactants are COC1=CC=C(C=C1)CCCCOC=1C=NC(=CC1)C (3-[4-(4-methoxyphenyl) butyloxy]-6-methylpryidine), C1=CC(=CC(=C1)Cl)C(=O)OO (mCPBA). The solvent is C(Cl)Cl (CH2Cl2). Run at temperature 0 celsius, time 15 hour. Product: C(=O)(O)C/C=C/C1=NC(=CC=C1OCCCCC1=CC=C(C=C1)OC)C (2-(E-2-Carboxymethylethenyl)-3-[4-(4-methoxyphenyl)butyloxy]-6-methylpryidine). RXN SMILES: [CH3:1][O:2][C:3]1[CH:8]=[CH:7][C:6]([CH2:9][CH2:10][CH2:11][CH2:12][O:13][C:14]2[CH:15]=[N:16][C:17]([CH3:20])=[CH:18][CH:19]=2)=[CH:5][CH:4]=1.[CH:21]1C=C(Cl)C=[C:23]([C:28]([O:30]O)=[O:29])[CH:22]=1>C(Cl)Cl>[C:28]([CH2:23]/[CH:22]=[CH:21]/[C:15]1[C:14]([O:13][CH2:12][CH2:11][CH2:10][CH2:9][C:6]2[CH:5]=[CH:4][C:3]([O:2][CH3:1])=[CH:8][CH:7]=2)=[CH:19][CH:18]=[C:17]([CH3:20])[N:16]=1)([OH:30])=[O:29]. Procedure: 2-E-2-Carboxymethylethenyl)-3-[4-(4-methoxyphenyl) butyloxy]-6-methylpryidine (13.6 g, 38.2 mmol) was dissolved in dry CH2Cl2 (100 mL) and cooled to 0° C. To this was added 50% mCPBA (13.2 g, 38.3 mmol) in three portions over 10 minutes. The cooling bath was removed and the reaction was stirred for 15 h at room temperature. The reaction was poured into aqueous NaHCO3 and the product extracted into CH2Cl2. The organic extract was washed with H2O and brine and dried (MgSO4). The crude product was ... Starting materials: COC(=O)c1cccc(C)c1O, O=C(O)C(F)(F)F, O. Product: COC(=O)c1cc(C=O)cc(C)c1O. Reaction SMILES: [CH3:1][O:2][C:3]([c:4]1[c:5]([OH:11])[c:6]([CH3:10])[cH:7][cH:8][cH:9]1)=[O:12].[F:14][C:15]([C:16](=[O:17])[OH:20])([F:18])[F:19].[OH2:13]>>[CH3:1][O:2][C:3]([c:4]1[c:5]([OH:11])[c:6]([CH3:10])[cH:7][c:8]([CH:16]=[O:17])[cH:9]1)=[O:12]. The reactants are COC1=CC=C(C=C1)P(=O)(Cl)Cl ((4-Methoxyphenyl)phosphonic dichloride), C1CCOC1 (THF), C(=C)[Mg]Br (vinyl magnesium bromide). The solvent is CCOCC (ether). Conditions: time 1 hour. Product: COC1=CC=C(C=C1)P(C=C)(C=C)=O ((4-Methoxyphenyl)(divinyl)phosphine oxide). Reaction SMILES: [CH3:1][O:2][C:3]1[CH:8]=[CH:7][C:6]([P:9](Cl)(Cl)=[O:10])=[CH:5][CH:4]=1.[CH2:13]1[CH2:17]OCC1.[CH:18]([Mg]Br)=[CH2:19]>CCOCC>[CH3:1][O:2][C:3]1[CH:8]=[CH:7][C:6]([P:9](=[O:10])([CH:18]=[CH2:19])[CH:13]=[CH2:17])=[CH:5][CH:4]=1. Reported procedure: (4-Methoxyphenyl)phosphonic dichloride (2.00 g, 8.89 mmol) was made 0.1 M in 1:1 THF:ether and stirred at −78° C. To this stirring solution vinyl magnesium bromide (17.8 mL, 17.78 mmol, 1M in THF) was added dropwise. The mixture was stirred for 1 h, then quenched with 2M aq. HCl and extracted with DCM (3×). The combined organic extracts were washed with brine, dried (MgSO4) and concentrated to afford the requisite product. MS: cal'd 209 (MH+), exp 209 (MH+)